From a dataset of the Open Reaction Database (ORD), a public repository of structured organic reaction records. describe an organic reaction: reactants, conditions, products, and yield Starting materials: COC(C1=C(C=C(C=C1)C=C)[N+](=O)[O-])=O (2-nitro-4-vinyl-benzoic acid methyl ester). Reagents/catalysts: [Pd] (Pd/C). The solvent is CO (MeOH). The product is COC(C1=C(C=C(C=C1)CC)N)=O (2-Amino-4-ethyl-benzoic acid methyl ester). Yield: 95.8%. RXN SMILES: [CH3:1][O:2][C:3](=[O:15])[C:4]1[CH:9]=[CH:8][C:7]([CH:10]=[CH2:11])=[CH:6][C:5]=1[N+:12]([O-])=O>CO.[Pd]>[CH3:1][O:2][C:3](=[O:15])[C:4]1[CH:9]=[CH:8][C:7]([CH2:10][CH3:11])=[CH:6][C:5]=1[NH2:12]. Procedure: A solution of 2-nitro-4-vinyl-benzoic acid methyl ester (820 mg, 3.96 mmol) in MeOH (15 mL) was shaken under H2 (0.1 bar) in the presence of Pd/C (10%, 0.2 g) at 50° C. for 5 h. After cooling to r.t., the reaction mixture was filtered and the solvent was removed in vacuo to provide the title product (680 mg, 96%) which was used in the next step without further purification. ESI-MS: m/z 180.1 [M+H]+, rt 5.13 min Starting materials: O=C([O-])[O-], Cc1ccccc1, COc1cccc(OC)c1-c1ccccc1P(C1CCCCC1)C1CCCCC1, CCOC(=O)c1nc2ccc(Cl)nc2s1, ClCCl, [Cs+], [Cs+], C=C(B(O)O)c1ccccc1. Yields the product C=C(c1ccccc1)c1ccc2nc(C(=O)OCC)sc2n1. RXN SMILES: [C:27](=[O:28])([O-:29])[O-:30].[CH3:62][c:63]1[cH:64][cH:65][cH:66][cH:67][cH:68]1.[CH:33]1([P:34]([CH:35]2[CH2:36][CH2:37][CH2:38][CH2:39][CH2:40]2)[c:41]2[cH:42][cH:43][cH:44][cH:45][c:46]2-[c:47]2[c:48]([O:49][CH3:50])[cH:51][cH:52][cH:53][c:54]2[O:55][CH3:56])[CH2:57][CH2:58][CH2:59][CH2:60][CH2:61]1.[Cl:1][c:2]1[cH:3][cH:4][c:5]2[c:6]([n:7]1)[s:8][c:9]([C:11](=[O:12])[O:13][CH2:14][CH3:15])[n:10]2.[Cl:69][CH2:70][Cl:71].[Cs+:31].[Cs+:32].[c:16]1([C:22](=[CH2:23])[B:24]([OH:25])[OH:26])[cH:17][cH:18][cH:19][cH:20][cH:21]1>>[c:2]1([C:22]([c:16]2[cH:17][cH:18][cH:19][cH:20][cH:21]2)=[CH2:23])[cH:3][cH:4][c:5]2[c:6]([n:7]1)[s:8][c:9]([C:11](=[O:12])[O:13][CH2:14][CH3:15])[n:10]2. The reactants are ClCCl, O=C(O)C(F)(F)F, CC(C)(C)OC(=O)N1CC=C(c2cnc(N)c3c(-c4ccc5c(c4)CCN5C(=O)Cc4ccccc4)csc23)CC1. Yields the product Nc1ncc(C2=CCNCC2)c2scc(-c3ccc4c(c3)CCN4C(=O)Cc3ccccc3)c12. Reaction SMILES: [Cl:49][CH2:50][Cl:51].[F:42][C:43]([F:44])([F:45])[C:46]([OH:47])=[O:48].[NH2:1][c:2]1[n:3][cH:4][c:5]([C:29]2=[CH:34][CH2:33][N:32]([C:35]([O:36][C:37]([CH3:38])([CH3:39])[CH3:40])=[O:41])[CH2:31][CH2:30]2)[c:6]2[c:7]1[c:8](-[c:11]1[cH:12][c:13]3[c:17]([cH:18][cH:19]1)[N:16]([C:20]([CH2:21][c:22]1[cH:23][cH:24][cH:25][cH:26][cH:27]1)=[O:28])[CH2:15][CH2:14]3)[cH:9][s:10]2>>[NH2:1][c:2]1[n:3][cH:4][c:5]([C:29]2=[CH:34][CH2:33][NH:32][CH2:31][CH2:30]2)[c:6]2[c:7]1[c:8](-[c:11]1[cH:12][c:13]3[c:17]([cH:18][cH:19]1)[N:16]([C:20]([CH2:21][c:22]1[cH:23][cH:24][cH:25][cH:26][cH:27]1)=[O:28])[CH2:15][CH2:14]3)[cH:9][s:10]2. The reactants are Cl.Cl.COC=1C=C2CCC(N(C2=CC1CN[C@@H]1[C@@H](NCCC1)C1=CC=CC=C1)C)=O (6-Methoxy-1-methyl-7-[(2S,3S)-(2-phenyl-piperidin-3-ylamino)-methyl]-3,4-dihydro-1H-quinolin-2-one dihydrochloride), C([O-])([O-])=O.[K+].[K+] (potassium carbonate), ClC=1OC2=C(N1)C=CC=C2 (2-chlorobenzoxazole). The solvent is O1CCOCC1 (1,4-dioxane). The product is O1C(=NC2=C1C=CC=C2)N2[C@H]([C@H](CCC2)NCC2=C(C=C1CCC(N(C1=C2)C)=O)OC)C2=CC=CC=C2 (7-[(2S,3S)-(1-Benzooxazol-2-yl-2-phenyl-piperidin-3-ylamino)-methyl]-6-methoxy-1-methyl-3,4-dihydro-1H-quinolin-2-one). The yield is 56.7%. RXN SMILES: Cl.Cl.[CH3:3][O:4][C:5]1[CH:6]=[C:7]2[C:12](=[CH:13][C:14]=1[CH2:15][NH:16][C@H:17]1[CH2:22][CH2:21][CH2:20][NH:19][C@H:18]1[C:23]1[CH:28]=[CH:27][CH:26]=[CH:25][CH:24]=1)[N:11]([CH3:29])[C:10](=[O:30])[CH2:9][CH2:8]2.C(=O)([O-])[O-].[K+].[K+].Cl[C:38]1[O:39][C:40]2[CH:46]=[CH:45][CH:44]=[CH:43][C:41]=2[N:42]=1>O1CCOCC1>[O:39]1[C:40]2[CH:46]=[CH:45][CH:44]=[CH:43][C:41]=2[N:42]=[C:38]1[N:19]1[CH2:20][CH2:21][CH2:22][C@H:17]([NH:16][CH2:15][C:14]2[CH:13]=[C:12]3[C:7]([CH2:8][CH2:9][C:10](=[O:30])[N:11]3[CH3:29])=[CH:6][C:5]=2[O:4][CH3:3])[C@@H:18]1[C:23]1[CH:28]=[CH:27][CH:26]=[CH:25][CH:24]=1 |f:0.1.2,3.4.5|. Procedure: To 6-Methoxy-1-methyl-7-[(2S,3S)-(2-phenyl-piperidin-3-ylamino)-methyl]-3,4-dihydro-1H-quinolin-2-one dihydrochloride (50 mg, 0.11 mmol), freshly ground potassium carbonate (61 mg, 0.44 mmol), and catalytic KI in 3 mL of 1,4-dioxane was added 2-chlorobenzoxazole (126 mg, 0.11 mmol). After heating at reflux for 5 days, the reaction was cooled and partitioned between ethyl acetate and water. The organic portion was separated, dried over MgSO4, filtered, and concentrated. Silica gel chromatography ... Reactants: [Ag+], COCOCc1nc(-c2ccc(Cl)cc2)oc1C=O, Cl, [Na+], O=[N+]([O-])[O-], C1COCCO1, [OH-], O. Product: COCOCc1nc(-c2ccc(Cl)cc2)oc1C(=O)O. RXN SMILES: [Ag+:30].[Cl:1][c:2]1[cH:3][cH:4][c:5](-[c:8]2[o:9][c:10]([CH:18]=[O:19])[c:11]([CH2:13][O:14][CH2:15][O:16][CH3:17])[n:12]2)[cH:6][cH:7]1.[ClH:28].[Na+:27].[O-:31][N+:32]([O-:33])=[O:34].[O:20]1[CH2:21][CH2:22][O:23][CH2:24][CH2:25]1.[OH-:26].[OH2:29]>>[Cl:1][c:2]1[cH:3][cH:4][c:5](-[c:8]2[o:9][c:10]([C:18](=[O:19])[OH:20])[c:11]([CH2:13][O:14][CH2:15][O:16][CH3:17])[n:12]2)[cH:6][cH:7]1.